This data is from the Open Reaction Database (ORD), a public repository of structured organic reaction records. The task is: describe an organic reaction: reactants, conditions, products, and yield Reactants: COC(=O)Cl, O=C1N=C(N2CCNC(CO)C2)SC1=Cc1ccc2c(cnn2Cc2ccc(C(F)(F)F)cc2C(F)(F)F)c1. Product: COC(=O)N1CCN(C2=NC(=O)C(=Cc3ccc4c(cnn4Cc4ccc(C(F)(F)F)cc4C(F)(F)F)c3)S2)CC1CO. As a reaction SMILES: [Cl:40][C:41](=[O:42])[O:43][CH3:44].[F:1][C:2]([c:3]1[c:4]([CH2:5][n:6]2[n:7][cH:8][c:9]3[cH:10][c:11]([CH:15]=[C:16]4[C:17](=[O:29])[N:18]=[C:19]([N:21]5[CH2:22][CH:23]([CH2:27][OH:28])[NH:24][CH2:25][CH2:26]5)[S:20]4)[cH:12][cH:13][c:14]23)[cH:30][cH:31][c:32]([C:34]([F:35])([F:36])[F:37])[cH:33]1)([F:38])[F:39]>>[F:1][C:2]([c:3]1[c:4]([CH2:5][n:6]2[n:7][cH:8][c:9]3[cH:10][c:11]([CH:15]=[C:16]4[C:17](=[O:29])[N:18]=[C:19]([N:21]5[CH2:22][CH:23]([CH2:27][OH:28])[N:24]([C:41](=[O:42])[O:43][CH3:44])[CH2:25][CH2:26]5)[S:20]4)[cH:12][cH:13][c:14]23)[cH:30][cH:31][c:32]([C:34]([F:35])([F:36])[F:37])[cH:33]1)([F:38])[F:39]. Starting materials: C(C)(C)N(CC)C(C)C (Diisopropylethylamine), CN(CC(=O)O)C (N,N-dimethylglycine), C=1C=CC2=C(C1)N=NN2O (HOBt), C(CCl)Cl (EDC), NC=1C(=CC(=NC1)NC1=NC=C(N=C1)C#N)NCC1CCN(CC1)C(=O)OC(C)(C)C (tert-butyl 4-((5-amino-2-(5-cyanopyrazin-2-ylamino)-pyridin-4-ylamino)-methyl)-piperidine-1-carboxylate). Solvent: CN(C)C=O (DMF). Conditions: time 6 hour. The product is C(#N)C=1N=CC(=NC1)NC1=CC(=C(C=N1)NC(CN(C)C)=O)NCC1CCN(CC1)C(=O)OC(C)(C)C (N-(6-(5-cyanopyrazin-2-ylamino)-4-(1-boc-piperidin-4-ylmethylamino)pyridin-3-yl)-2-(dimethylamino)acetamide). As a reaction SMILES: C(N(C(C)C)CC)(C)C.[CH3:10][N:11]([CH3:16])[CH2:12][C:13](O)=[O:14].C1C=CC2N(O)N=NC=2C=1.C(Cl)CCl.[NH2:31][C:32]1[C:33]([NH:47][CH2:48][CH:49]2[CH2:54][CH2:53][N:52]([C:55]([O:57][C:58]([CH3:61])([CH3:60])[CH3:59])=[O:56])[CH2:51][CH2:50]2)=[CH:34][C:35]([NH:38][C:39]2[CH:44]=[N:43][C:42]([C:45]#[N:46])=[CH:41][N:40]=2)=[N:36][CH:37]=1>CN(C=O)C>[C:45]([C:42]1[N:43]=[CH:44][C:39]([NH:38][C:35]2[N:36]=[CH:37][C:32]([NH:31][C:13](=[O:14])[CH2:12][N:11]([CH3:16])[CH3:10])=[C:33]([NH:47][CH2:48][CH:49]3[CH2:54][CH2:53][N:52]([C:55]([O:57][C:58]([CH3:61])([CH3:60])[CH3:59])=[O:56])[CH2:51][CH2:50]3)[CH:34]=2)=[N:40][CH:41]=1)#[N:46]. Procedure: Diisopropylethylamine (16 μL, 0.092 mmol), N,N-dimethylglycine (7 mg, 0.067 mmol), HOBt (12 mg, 0.092 mmol) and EDC (17 mg, 0.092 mmol) were added to tert-butyl 4-((5-amino-2-(5-cyanopyrazin-2-ylamino)-pyridin-4-ylamino)-methyl)-piperidine-1-carboxylate (26 mg, 0.061 mmol) in DMF (1.5 mL). The mixture was stirred at room temperature for 6 hours and then partitioned between dichloromethane and water. The aqueous phase was extracted with dichloromethane. The combined organic layers were dried and ... Yields the product c1cc2cn[nH]c2cn1. Reactants: CO, [Na+], C1CCOC1, [OH-], O, CC(=O)n1ncc2ccncc21. Reaction SMILES: [CH3:20][OH:21].[Na+:14].[O:15]1[CH2:16][CH2:17][CH2:18][CH2:19]1.[OH-:13].[OH2:22].[n:1]1([C:10](=[O:11])[CH3:12])[n:2][cH:3][c:4]2[c:5]1[cH:6][n:7][cH:8][cH:9]2>>[nH:1]1[n:2][cH:3][c:4]2[c:5]1[cH:6][n:7][cH:8][cH:9]2. Reactants: CC(C)(C)O, CCCCCC, Cl, COc1cc(C(C)C)c(OS(=O)(=O)c2ccc(C)cc2)cc1I, [K+], [OH-], O. The product is COc1cc(C(C)C)c(O)cc1I. Reaction SMILES: [C:33]([OH:34])([CH3:35])([CH3:36])[CH3:37].[CH3:27][CH2:28][CH2:29][CH2:30][CH2:31][CH3:32].[ClH:26].[I:1][c:2]1[c:3]([O:22][CH3:23])[cH:4][c:5]([CH:19]([CH3:20])[CH3:21])[c:6]([O:8][S:9]([c:10]2[cH:11][cH:12][c:13]([CH3:14])[cH:15][cH:16]2)(=[O:17])=[O:18])[cH:7]1.[K+:25].[OH-:24].[OH2:38]>>[I:1][c:2]1[c:3]([O:22][CH3:23])[cH:4][c:5]([CH:19]([CH3:20])[CH3:21])[c:6]([OH:8])[cH:7]1. Reactants: BrC1=CC2=CC(=CC=C2C=C1)Br (2,7-dibromonaphthalene), COC(=O)C=1C=C(C=CC1)B(O)O (3-(methoxycarbonyl)phenylboronic acid), [F-].[Cs+] (CsF). Reagents/catalysts: C=1C=CC(=CC1)[P](C=2C=CC=CC2)(C=3C=CC=CC3)[Pd]([P](C=4C=CC=CC4)(C=5C=CC=CC5)C=6C=CC=CC6)([P](C=7C=CC=CC7)(C=8C=CC=CC8)C=9C=CC=CC9)[P](C=1C=CC=CC1)(C=1C=CC=CC1)C=1C=CC=CC1 (Pd(PPh3)4). Product: C1=C(C=CC2=CC=C(C=C12)C=1C=C(C(=O)OC)C=CC1)C=1C=C(C(=O)OC)C=CC1 (Dimethyl 3,3′-(naphthalene-2,7-diyl)dibenzoate). Yield: 72.0%. RXN SMILES: Br[C:2]1[CH:11]=[CH:10][C:9]2[C:4](=[CH:5][C:6](Br)=[CH:7][CH:8]=2)[CH:3]=1.[CH3:13][O:14][C:15]([C:17]1[CH:18]=[C:19](B(O)O)[CH:20]=[CH:21][CH:22]=1)=[O:16].[F-].[Cs+]>C1C=CC([P]([Pd]([P](C2C=CC=CC=2)(C2C=CC=CC=2)C2C=CC=CC=2)([P](C2C=CC=CC=2)(C2C=CC=CC=2)C2C=CC=CC=2)[P](C2C=CC=CC=2)(C2C=CC=CC=2)C2C=CC=CC=2)(C2C=CC=CC=2)C2C=CC=CC=2)=CC=1>[CH:3]1[C:4]2[C:9](=[CH:8][CH:7]=[C:6]([C:21]3[CH:22]=[C:17]([CH:18]=[CH:19][CH:20]=3)[C:15]([O:14][CH3:13])=[O:16])[CH:5]=2)[CH:10]=[CH:11][C:2]=1[C:21]1[CH:22]=[C:17]([CH:18]=[CH:19][CH:20]=1)[C:15]([O:14][CH3:13])=[O:16] |f:2.3,^1:31,33,52,71|. Procedure: To a 250 mL Schlenk flask, 2,7-dibromonaphthalene (2.00 g, 6.99 mmol), 3-(methoxycarbonyl)phenylboronic acid (3.15 g, 17.48 mmol), CsF (4.00 g) and Pd(PPh3)4 (200 mg) were added. The flask was connected to a Schlenk line and evacuated of air then refilled with nitrogen. 150 mL of 1,2-dimethoxyethane (DME) was degassed (two hours) and added to the flask through a canula. The flask was equipped with a water condenser and refluxed under nitrogen for 2 days. The solvent was removed on a rotary evapo... The product is O=C(CF)c1cccc(Br)n1. Reactants: F[B-](F)(F)F, F[B-](F)(F)F, CC(=O)c1cccc(Br)n1, CO, O[N+]12CC[N+](F)(CC1)CC2. Reaction SMILES: [B-:11]([F:12])([F:13])([F:14])[F:15].[B-:16]([F:17])([F:18])([F:19])[F:20].[Br:1][c:2]1[cH:3][cH:4][cH:5][c:6]([C:8]([CH3:9])=[O:10])[n:7]1.[CH3:31][OH:32].[F:21][N+:22]12[CH2:23][CH2:24][N+:25]([OH:26])([CH2:27][CH2:28]1)[CH2:29][CH2:30]2>>[Br:1][c:2]1[cH:3][cH:4][cH:5][c:6]([C:8]([CH2:9][F:12])=[O:10])[n:7]1. The reactants are O=C(Br)CBr, [Li]CCCC, O=C1NC(Cc2ccccc2)CO1, C1CCOC1. The product is O=C(CBr)N1C(=O)OCC1Cc1ccccc1. As a reaction SMILES: [Br:19][CH2:20][C:21](=[O:22])[Br:23].[CH2:14]([Li:15])[CH2:16][CH2:17][CH3:18].[CH2:1]([c:2]1[cH:3][cH:4][cH:5][cH:6][cH:7]1)[CH:8]1[NH:9][C:10](=[O:13])[O:11][CH2:12]1.[CH2:24]1[O:25][CH2:26][CH2:27][CH2:28]1>>[CH2:1]([c:2]1[cH:3][cH:4][cH:5][cH:6][cH:7]1)[CH:8]1[N:9]([C:21]([CH2:20][Br:19])=[O:22])[C:10](=[O:13])[O:11][CH2:12]1.